This data is from the Open Reaction Database (ORD), a public repository of structured organic reaction records. The task is: describe an organic reaction: reactants, conditions, products, and yield Reaction SMILES: [CH2:28]([Cl:29])[Cl:30].[ClH:1].[N+:2](=[N-:3])=[CH:4][C:5]([C:6]1=[C:7]([CH3:26])[CH2:8][CH:9]2[CH:10]3[CH2:11][CH:12]=[C:13]4[CH2:14][CH:15]([OH:25])[CH2:16][CH2:17][C:18]4([CH3:19])[CH:20]3[CH2:21][CH2:22][C:23]12[CH3:24])=[O:27]>>[Cl:1][CH2:4][C:5]([C:6]1=[C:7]([CH3:26])[CH2:8][CH:9]2[CH:10]3[CH2:11][CH:12]=[C:13]4[CH2:14][CH:15]([OH:25])[CH2:16][CH2:17][C:18]4([CH3:19])[CH:20]3[CH2:21][CH2:22][C:23]12[CH3:24])=[O:27]. Product: CC1=C(C(=O)CCl)C2(C)CCC3C(CC=C4CC(O)CCC43C)C2C1. The reactants are ClCCl, Cl, CC1=C(C(=O)C=[N+]=[N-])C2(C)CCC3C(CC=C4CC(O)CCC43C)C2C1.